Dataset: the Open Reaction Database (ORD), a public repository of structured organic reaction records. Task: describe an organic reaction: reactants, conditions, products, and yield The reactants are BrCC1=CC(=C(C=C1)C(CN1C(C=C(C=C1)OCC1=NC=C(C=C1)Br)=O)=O)C (1-[2-(4-Bromomethyl-2-methyl-phenyl)-2-oxo-ethyl]-4-(5-bromo-pyridin-2-ylmethoxy)-1H-pyridin-2-one), CNC (dimethylamine). Solvent: CN(C(C)=O)C (N,N-dimethylacetamide). Reaction conditions: time 2 hour. Product: BrC=1C=CC(=NC1)COC1=CC(N(C=C1)CC(=O)C1=C(C=C(C=C1)CN(C)C)C)=O (4-(5-Bromo-pyridin-2-ylmethoxy)-1-[2-(4-dimethylaminomethyl-2-methyl-phenyl)-2-oxo-ethyl]-1H-pyridin-2-one). RXN SMILES: Br[CH2:2][C:3]1[CH:8]=[CH:7][C:6]([C:9](=[O:27])[CH2:10][N:11]2[CH:16]=[CH:15][C:14]([O:17][CH2:18][C:19]3[CH:24]=[CH:23][C:22]([Br:25])=[CH:21][N:20]=3)=[CH:13][C:12]2=[O:26])=[C:5]([CH3:28])[CH:4]=1.[CH3:29][NH:30][CH3:31]>CN(C)C(=O)C>[Br:25][C:22]1[CH:23]=[CH:24][C:19]([CH2:18][O:17][C:14]2[CH:15]=[CH:16][N:11]([CH2:10][C:9]([C:6]3[CH:7]=[CH:8][C:3]([CH2:2][N:30]([CH3:31])[CH3:29])=[CH:4][C:5]=3[CH3:28])=[O:27])[C:12](=[O:26])[CH:13]=2)=[N:20][CH:21]=1. Reported procedure: To a solution of 1-[2-(4-bromomethyl-2-methyl-phenyl)-2-oxo-ethyl]-4-(5-bromo-pyridin-2-ylmethoxy)-1H-pyridin-2-one (preparation 4b, 1000 mg, 1.98 mmol) in N,N-dimethylacetamide (5 mL) is added dimethylamine (3.0 mL of 2M solution in THF, 6.0 mmol). The reaction mixture is stirred 2 h at room temperature. The mixture is purified via reverse phase HPLC chromatography (Gilson Xbridge C18 5 μm, gradient 5%→90% acetonitrile in water+0.3% NH4OH, 120 mL/min). Starting materials: CCOCC, CC(C)=CCCC(C)=CCO, O, BrP(Br)Br. The product is CC(C)=CCCC(C)=CCBr. RXN SMILES: [CH2:17]([O:18][CH2:19][CH3:20])[CH3:21].[CH3:1][C:2](=[CH:3][CH2:4][OH:5])[CH2:6][CH2:7][CH:8]=[C:9]([CH3:10])[CH3:11].[OH2:16].[P:12]([Br:13])([Br:14])[Br:15]>>[CH3:1][C:2](=[CH:3][CH2:4][Br:13])[CH2:6][CH2:7][CH:8]=[C:9]([CH3:10])[CH3:11].